This data is from the Open Reaction Database (ORD), a public repository of structured organic reaction records. The task is: describe an organic reaction: reactants, conditions, products, and yield The reactants are FC1=C2C=CC=NC2=C(C=C1)O (5-Fluoro-8-hydroxyquinoline), C([O-])([O-])=O.[K+].[K+] (potassium carbonate), stainless steel, C(=O)=O (CO2). Reaction conditions: temperature 170 celsius. Product: FC1=C2C=CC=NC2=C(C(=C1)C(=O)O)O (5-Fluoro-8-hydroxyquinoline-7-carboxylic Acid). Isolated yield 43.8%. RXN SMILES: [F:1][C:2]1[CH:11]=[CH:10][C:9]([OH:12])=[C:8]2[C:3]=1[CH:4]=[CH:5][CH:6]=[N:7]2.[C:13](=O)([O-:15])[O-:14].[K+].[K+].C(=O)=O>>[F:1][C:2]1[CH:11]=[C:10]([C:13]([OH:15])=[O:14])[C:9]([OH:12])=[C:8]2[C:3]=1[CH:4]=[CH:5][CH:6]=[N:7]2 |f:1.2.3|. Reported procedure: 5-Fluoro-8-hydroxyquinoline (3.00 g) and potassium carbonate (7.62 g) are mixed together in a stainless steel bomb and heated to 170° C. under 800 p.s.i. CO2 for 7 days. The reaction is cooled and the resulting solid is partitioned between 800 mL water and 400 mL EtOAc in a separatory funnel. The aqueous layer is washed with EtOAc (3×400 mL). The aqueous layer is then acidified to pH 4.5 with conc. HCl and cooled. The resulting solid is collected, washed with water and dried. The crude product i... Starting materials: O=C(n1ccnc1)n1ccnc1, C=CCN, O=C(O)Cn1c(-c2ccc(Cl)cc2)nc2cccnc21, C1CCOC1. The product is C=CCNC(=O)Cn1c(-c2ccc(Cl)cc2)nc2cccnc21. As a reaction SMILES: [C:21]([n:22]1[cH:23][cH:24][n:25][cH:26]1)([n:27]1[cH:28][cH:29][n:30][cH:31]1)=[O:32].[CH2:33]([CH:34]=[CH2:35])[NH2:36].[Cl:1][c:2]1[cH:3][cH:4][c:5](-[c:8]2[n:9][c:10]3[c:11]([n:12][cH:13][cH:14][cH:15]3)[n:16]2[CH2:17][C:18](=[O:19])[OH:20])[cH:6][cH:7]1.[O:37]1[CH2:38][CH2:39][CH2:40][CH2:41]1>>[Cl:1][c:2]1[cH:3][cH:4][c:5](-[c:8]2[n:9][c:10]3[c:11]([n:12][cH:13][cH:14][cH:15]3)[n:16]2[CH2:17][C:18](=[O:20])[NH:36][CH2:33][CH:34]=[CH2:35])[cH:6][cH:7]1. Reactants: Cl.C(C1=CN=CC=C1)(=O)Cl (nicotinoyl chloride hydrochloride), Cl.C(C1=CN=CC=C1)(=O)Cl (Nicotinoyl chloride hydrochloride), Cl.C12CNCC(CC1)O2 (8-oxa-3-azabicyclo(3.2.1) octane hydrochloride), [OH-].[Na+] (sodium hydroxide). The solvent is O (water). Conditions: time 2 hour. Product: C(C1=CN=CC=C1)(=O)N1CC2CCC(C1)O2 (3-Nicotinoyl-8-Oxa-3-Azabicyclo(3.2.1)Octane). The yield is 45.8%. RXN SMILES: Cl.[C:2](Cl)(=[O:9])[C:3]1[CH:8]=[CH:7][CH:6]=[N:5][CH:4]=1.Cl.[CH:12]12[O:19][CH:16]([CH2:17][CH2:18]1)[CH2:15][NH:14][CH2:13]2.[OH-].[Na+]>O>[C:2]([N:14]1[CH2:13][CH:12]2[O:19][CH:16]([CH2:17][CH2:18]2)[CH2:15]1)(=[O:9])[C:3]1[CH:8]=[CH:7][CH:6]=[N:5][CH:4]=1 |f:0.1,2.3,4.5|. Reported procedure: Nicotinoyl chloride hydrochloride (17.81 grams, 0.1 mole) was slowly added to a mixture of 8-oxa-3-azabicyclo(3.2.1) octane hydrochloride (15 grams, 0.1 mole) and sodium hydroxide (15 grams) in 300 ml of water, at 10° C. After the addition of nicotinoyl chloride hydrochloride, the reaction mixture was stirred for 2 hours and then left overnight at room temperature. The product was extracted from the reaction mixture with diethyl ether and the extract treated with DARCO G60 (activated carbon). Af... Reactants: BrC1=CC=C(CBr)C=C1 (4-bromobenzyl bromide), N1=CC=C(C=C1)N1CCC(CC1)C(=O)N1CCNCC1 (1-(1-(4-Pyridyl)piperidin-4ylcarbonyl)piperazine), resultant mixture, [H-].[Na+] (sodium hydride). Solvent: CN(C=O)C (dimethylformamide). Reaction conditions: time 2 hour. Product: BrC1=CC=C(C=C1)CN1CCN(CC1)C(=O)C1CCN(CC1)C1=CC=NC=C1 (4-(4-bromophenylmethyl)-1-(1-(4-pyridyl)piperidin-4-ylcarbonyl)piperazine). Reaction SMILES: [N:1]1[CH:6]=[CH:5][C:4]([N:7]2[CH2:12][CH2:11][CH:10]([C:13]([N:15]3[CH2:20][CH2:19][NH:18][CH2:17][CH2:16]3)=[O:14])[CH2:9][CH2:8]2)=[CH:3][CH:2]=1.[H-].[Na+].[Br:23][C:24]1[CH:31]=[CH:30][C:27]([CH2:28]Br)=[CH:26][CH:25]=1>CN(C)C=O>[Br:23][C:24]1[CH:31]=[CH:30][C:27]([CH2:28][N:18]2[CH2:17][CH2:16][N:15]([C:13]([CH:10]3[CH2:11][CH2:12][N:7]([C:4]4[CH:3]=[CH:2][N:1]=[CH:6][CH:5]=4)[CH2:8][CH2:9]3)=[O:14])[CH2:20][CH2:19]2)=[CH:26][CH:25]=1 |f:1.2|. Reported procedure: 1-(1-(4-Pyridyl)piperidin-4ylcarbonyl)piperazine (0.722 g) was dissolved in dry dimethylformamide (22 mL) and treated with sodium hydride (0.19 g, 45-55% dispersion, 4 mmol) under argon atmosphere. The resultant mixture was then allowed to stir for 30 minutes before the addition of 4-bromobenzyl bromide (0.66 g). The reaction was then stirred at room temperature for 2 hours and then quenched by pouring into water, basifying with saturated aq.NaHCO3 and then extracting with diethyl ether. The com... Isolated yield 71.0%. Procedure: A mixture of 1a (0.274 g, 1.2 mmol) and 6a (0.160 g, 1 mmol) in dry DMF (0.2 ml) was stirred for 48 h. To this mixture were added methanol (10 ml) and 2N HCl (3 ml). The second mixture was refluxed for 6 h. After being cooled to room temperature, the reaction mixture was poured into cold water (20 ml) and extracted with ethyl acetate (20 ml). The organic layer was dried over MgSO4, concentrated and chromatographed (dichloromethane) to yield 4-[3-phenyl-4,4-dimethyl-5-oxo-2-thioxoimidazolidin-1-y... As a reaction SMILES: [N:1]([C:4]1[CH:11]=[CH:10][C:7]([C:8]#[N:9])=[C:6]([C:12]([F:15])([F:14])[F:13])[CH:5]=1)=[C:2]=[S:3].[CH3:16][C:17]([NH:21][C:22]1[CH:27]=[CH:26][CH:25]=[CH:24][CH:23]=1)([CH3:20])[C:18]#N.C[OH:29].Cl>CN(C=O)C.O>[C:22]1([N:21]2[C:17]([CH3:16])([CH3:20])[C:18](=[O:29])[N:1]([C:4]3[CH:11]=[CH:10][C:7]([C:8]#[N:9])=[C:6]([C:12]([F:13])([F:15])[F:14])[CH:5]=3)[C:2]2=[S:3])[CH:27]=[CH:26][CH:25]=[CH:24][CH:23]=1. Product: 6b, C1(=CC=CC=C1)N1C(N(C(C1(C)C)=O)C1=CC(=C(C#N)C=C1)C(F)(F)F)=S (4-[3-phenyl-4,4-dimethyl-5-oxo-2-thioxoimidazolidin-1-yl]-2-trifluoromethylbenzonitrile). Run in O (water), CN(C)C=O (DMF). The reactants are CO (methanol), Cl (HCl), N(=C=S)C1=CC(=C(C#N)C=C1)C(F)(F)F (4-isothiocyanato-2-trifluoromethylbenzonitrile), CC(C#N)(C)NC1=CC=CC=C1 (2-methyl-2-phenylaminopropanenitrile). Conditions: time 48 hour. Reactants: ClC=1C=C(C(=O)CCC(=O)O)C=CC1OC (3-(3-chloro-4-methoxybenzoyl)propionic acid), O.NN (hydrazine hydrate). The product is ClC=1C=C(C=CC1OC)C=1CCC(NN1)=O (6-(3-Chloro-4-methoxyphenyl)-4,5-dihydro-3(2H)-pyridazinone). The yield is 84.0%. Reaction SMILES: [Cl:1][C:2]1[CH:3]=[C:4]([CH:12]=[CH:13][C:14]=1[O:15][CH3:16])[C:5]([CH2:7][CH2:8][C:9](O)=[O:10])=O.O.[NH2:18][NH2:19]>>[Cl:1][C:2]1[CH:3]=[C:4]([C:5]2[CH2:7][CH2:8][C:9](=[O:10])[NH:18][N:19]=2)[CH:12]=[CH:13][C:14]=1[O:15][CH3:16] |f:1.2|. Reported procedure: This compound was prepared in 84% yield by reaction of 3-(3-chloro-4-methoxybenzoyl)propionic acid with hydrazine hydrate in ethanolic solution at reflux temperature for 5 hours. It had mp 194°-195° C after crystallisation from ethanol. The reactants are C(C)NC(NOCC(=O)O)=O (2-(3-ethylureidooxy)acetic acid), N[C@H](C(=O)N(CC1=CC=CC2=CC=CC=C12)[C@H](C(OCC)OCC)C)C1=CC=CC=C1 ((S)-2-amino-N—((S)-1,1-diethoxypropan-2-yl)-N-(naphthalen-1-ylmethyl)-2-phenylacetamide). Yields the product C(C)OC([C@H](C)N(C([C@H](C1=CC=CC=C1)NC(CN(NC(=O)NCC)C)=O)=O)CC1=CC=CC2=CC=CC=C12)OCC (2-(2-((S)-2-(((S)-1,1-diethoxypropan-2-yl)(naphthalen-1-ylmethyl)amino)-2-oxo-1-phenylethylamino)-2-oxoethyl)-N-ethyl-2-methylhydrazinecarboxamide). Yield: 50.8%. Reaction SMILES: [CH2:1]([NH:3][C:4](=[O:11])[NH:5]OCC(O)=O)[CH3:2].[NH2:12][C@@H:13]([C:37]1[CH:42]=[CH:41][CH:40]=[CH:39][CH:38]=1)[C:14]([N:16]([C@@H:28]([CH3:36])[CH:29]([O:33][CH2:34][CH3:35])[O:30][CH2:31][CH3:32])[CH2:17][C:18]1[C:27]2[C:22](=[CH:23][CH:24]=[CH:25][CH:26]=2)[CH:21]=[CH:20][CH:19]=1)=[O:15]>>[CH2:31]([O:30][CH:29]([O:33][CH2:34][CH3:35])[C@@H:28]([N:16]([CH2:17][C:18]1[C:27]2[C:22](=[CH:23][CH:24]=[CH:25][CH:26]=2)[CH:21]=[CH:20][CH:19]=1)[C:14](=[O:15])[C@@H:13]([NH:12][C:29](=[O:30])[CH2:28][N:16]([CH3:14])[NH:5][C:4]([NH:3][CH2:1][CH3:2])=[O:11])[C:37]1[CH:38]=[CH:39][CH:40]=[CH:41][CH:42]=1)[CH3:36])[CH3:32]. Procedure details: According to the procedure described in the synthesis method of Compound II-130, 2-(3-ethylureidooxy)acetic acid (Compound VI-13) 32 mg (0.18 mmol) was coupled with (S)-2-amino-N—((S)-1,1-diethoxypropan-2-yl)-N-(naphthalen-1-ylmethyl)-2-phenylacetamide (Compound IV-26) 63 mg (0.15 mmol) to obtain the title compound 22 mg (25%).